This data is from the Open Reaction Database (ORD), a public repository of structured organic reaction records. The task is: describe an organic reaction: reactants, conditions, products, and yield Starting materials: [N+](=O)([O-])C=1C=C(C=CC1[N+](=O)[O-])NC(C1=CC=C(C=C1)N1CCCC1)=O (N-(3,4-dinitrophenyl)-4-pyrrolidinylbenzamide), C1(CC1)NC(=O)C1=CC=C(C=O)C=C1 (4-cyclopropylaminocarbonylbenzaldehyde). The product is C1(CC1)NC(C1=CC=C(C=C1)C1=NC2=C(N1)C=CC(=C2)NC(C2=CC=C(C=C2)N2CCCC2)=O)=O (N-cyclopropyl-4-(5-(4-(pyrrolidin-1-yl)benzamido)-1H-benzo[d]imidazol-2-yl)benzamide). As a reaction SMILES: [N+:1]([C:4]1[CH:5]=[C:6]([NH:13][C:14](=[O:26])[C:15]2[CH:20]=[CH:19][C:18]([N:21]3[CH2:25][CH2:24][CH2:23][CH2:22]3)=[CH:17][CH:16]=2)[CH:7]=[CH:8][C:9]=1[N+:10]([O-])=O)([O-])=O.[CH:27]1([NH:30][C:31]([C:33]2[CH:40]=[CH:39][C:36]([CH:37]=O)=[CH:35][CH:34]=2)=[O:32])[CH2:29][CH2:28]1>>[CH:27]1([NH:30][C:31](=[O:32])[C:33]2[CH:40]=[CH:39][C:36]([C:37]3[NH:10][C:9]4[CH:8]=[CH:7][C:6]([NH:13][C:14](=[O:26])[C:15]5[CH:20]=[CH:19][C:18]([N:21]6[CH2:25][CH2:24][CH2:23][CH2:22]6)=[CH:17][CH:16]=5)=[CH:5][C:4]=4[N:1]=3)=[CH:35][CH:34]=2)[CH2:28][CH2:29]1. Procedure: Compound 228 was prepared according to the procedure similar to that described in Scheme III from N-(3,4-dinitrophenyl)-4-pyrrolidinylbenzamide and 4-cyclopropylaminocarbonylbenzaldehyde. [M+H]+ calcd for C28H27N5O2: 466.23; found: 466.55. Starting materials: COc1ccc(C2OCC3CC(N)CC3O2)cc1, CCO, CCN(C(C)C)C(C)C, Clc1cc(Cl)ncn1. Product: COc1ccc(C2OCC3CC(Nc4cc(Cl)ncn4)CC3O2)cc1. Reaction SMILES: [CH3:1][O:2][c:3]1[cH:4][cH:5][c:6]([CH:9]2[O:10][CH2:11][CH:12]3[CH:13]([O:14]2)[CH2:15][CH:16]([NH2:18])[CH2:17]3)[cH:7][cH:8]1.[CH3:36][CH2:37][OH:38].[CH:27]([N:28]([CH2:29][CH3:30])[CH:31]([CH3:32])[CH3:33])([CH3:34])[CH3:35].[Cl:19][c:20]1[n:21][cH:22][n:23][c:24]([Cl:26])[cH:25]1>>[CH3:1][O:2][c:3]1[cH:4][cH:5][c:6]([CH:9]2[O:10][CH2:11][CH:12]3[CH:13]([O:14]2)[CH2:15][CH:16]([NH:18][c:24]2[n:23][cH:22][n:21][c:20]([Cl:19])[cH:25]2)[CH2:17]3)[cH:7][cH:8]1. Reactants: [OH-].[Na+] (sodium hydroxide), S(=O)(=O)(OC)OC (dimethyl sulphate), C1(=CC=CC=C1)C(SC[C@H](N)C(=O)O)(C1=CC=CC=C1)C1=CC=CC=C1 (S-triphenylmethyl-L-cysteine). Solvent: O (water). Conditions: temperature 90 celsius. The product is CN[C@@H](CSC(C1=CC=CC=C1)(C1=CC=CC=C1)C1=CC=CC=C1)C(=O)O (N-methyl-S-triphenylmethyl-L-cysteine). As a reaction SMILES: [OH-].[Na+].S(OC)(O[CH3:7])(=O)=O.[C:10]1([C:16]([C:30]2[CH:35]=[CH:34][CH:33]=[CH:32][CH:31]=2)([C:24]2[CH:29]=[CH:28][CH:27]=[CH:26][CH:25]=2)[S:17][CH2:18][C@@H:19]([C:21]([OH:23])=[O:22])[NH2:20])[CH:15]=[CH:14][CH:13]=[CH:12][CH:11]=1>O>[CH3:7][NH:20][C@H:19]([C:21]([OH:23])=[O:22])[CH2:18][S:17][C:16]([C:30]1[CH:35]=[CH:34][CH:33]=[CH:32][CH:31]=1)([C:24]1[CH:25]=[CH:26][CH:27]=[CH:28][CH:29]=1)[C:10]1[CH:11]=[CH:12][CH:13]=[CH:14][CH:15]=1 |f:0.1|. Procedure: 1.5 cm3 of 33% (w/w) sodium hydroxide solution, followed by 1.5 cm3 of dimethyl sulphate, are added, with stirring, to a suspension of 3.75 g of S-triphenylmethyl-L-cysteine in 15 cm3 of water. The reaction mixture is heated with stirring at 90° C. until a clear solution is obtained and is then heated at reflux for 2 hours. After cooling, the precipitate obtained is filtered off and washed with water and then with diethyl ether. 1.95 g of N-methyl-S-triphenylmethyl-L-cysteine are thus obtained, ... Reactants: [BH4-], CCCCCOC(=O)c1cc(C2CCC(=O)CC2)ccc1O, [Na+]. Product: CCCCCOC(=O)c1cc(C2CCC(O)CC2)ccc1O. RXN SMILES: [BH4-:23].[CH2:1]([CH2:2][CH2:3][CH2:4][CH3:5])[O:6][C:7]([c:8]1[c:9]([OH:21])[cH:10][cH:11][c:12]([CH:14]2[CH2:15][CH2:16][C:17](=[O:20])[CH2:18][CH2:19]2)[cH:13]1)=[O:22].[Na+:24]>>[CH2:1]([CH2:2][CH2:3][CH2:4][CH3:5])[O:6][C:7]([c:8]1[c:9]([OH:21])[cH:10][cH:11][c:12]([CH:14]2[CH2:15][CH2:16][CH:17]([OH:20])[CH2:18][CH2:19]2)[cH:13]1)=[O:22]. Starting materials: [Al+3], COC(=O)c1cccn1C, [Cl-], [Cl-], [Cl-], O=C(Cl)c1cccc(Cl)c1, ClCCCl. Product: COC(=O)c1cc(C(=O)c2cccc(Cl)c2)cn1C. Reaction SMILES: [Al+3:12].[CH3:15][n:16]1[c:17]([C:21](=[O:22])[O:23][CH3:24])[cH:18][cH:19][cH:20]1.[Cl-:11].[Cl-:13].[Cl-:14].[Cl:1][c:2]1[cH:3][c:4]([C:5](=[O:6])[Cl:7])[cH:8][cH:9][cH:10]1.[Cl:25][CH2:26][CH2:27][Cl:28]>>[Cl:1][c:2]1[cH:3][c:4]([C:5](=[O:6])[c:19]2[cH:18][c:17]([C:21](=[O:22])[O:23][CH3:24])[n:16]([CH3:15])[cH:20]2)[cH:8][cH:9][cH:10]1. Starting materials: CC(C)(C)c1cc(N)n(-c2ccc3c(c2)C(=S)NCC3)n1, C1CCOC1, O=C=Nc1cccc(Cl)c1Cl, c1ccncc1. Yields the product CC(C)(C)c1cc(NC(=O)Nc2cccc(Cl)c2Cl)n(-c2ccc3c(c2)C(=S)NCC3)n1. RXN SMILES: [C:1]([CH3:2])([CH3:3])([CH3:4])[c:5]1[n:6][n:7](-[c:11]2[cH:12][cH:13][c:14]3[c:19]([cH:20]2)[C:18](=[S:21])[NH:17][CH2:16][CH2:15]3)[c:8]([NH2:10])[cH:9]1.[CH2:39]1[O:40][CH2:41][CH2:42][CH2:43]1.[Cl:22][c:23]1[c:24]([N:30]=[C:31]=[O:32])[cH:25][cH:26][cH:27][c:28]1[Cl:29].[cH:33]1[cH:34][cH:35][n:36][cH:37][cH:38]1>>[C:1]([CH3:2])([CH3:3])([CH3:4])[c:5]1[n:6][n:7](-[c:11]2[cH:12][cH:13][c:14]3[c:19]([cH:20]2)[C:18](=[S:21])[NH:17][CH2:16][CH2:15]3)[c:8]([NH:10][C:31]([NH:30][c:24]2[c:23]([Cl:22])[c:28]([Cl:29])[cH:27][cH:26][cH:25]2)=[O:32])[cH:9]1. As a reaction SMILES: [Cl:1][C:2]1[CH:14]=[C:13]([C:15]2[CH2:18][CH:17]([C:19]([N:21]3[CH2:25][CH2:24][CH2:23][CH2:22]3)=[O:20])[CH:16]=2)[CH:12]=[CH:11][C:3]=1[CH2:4][N:5]1[CH2:9][CH2:8][CH2:7][C@H:6]1[CH3:10].FC(F)(F)C([O-])=O>C(O)C.C1C=CC(P(C2C=CC=CC=2)C2C=CC=CC=2)=CC=1.C1C=CC(P(C2C=CC=CC=2)C2C=CC=CC=2)=CC=1.C1C=CC(P(C2C=CC=CC=2)C2C=CC=CC=2)=CC=1.[Cl-].[Rh]>[ClH:1].[Cl:1][C:2]1[CH:14]=[C:13]([C@H:15]2[CH2:18][C@H:17]([C:19]([N:21]3[CH2:25][CH2:24][CH2:23][CH2:22]3)=[O:20])[CH2:16]2)[CH:12]=[CH:11][C:3]=1[CH2:4][N:5]1[CH2:9][CH2:8][CH2:7][C@H:6]1[CH3:10] |f:3.4.5.6.7,8.9|. Reagents/catalysts: C1=CC=C(C=C1)P(C2=CC=CC=C2)C3=CC=CC=C3.C1=CC=C(C=C1)P(C2=CC=CC=C2)C3=CC=CC=C3.C1=CC=C(C=C1)P(C2=CC=CC=C2)C3=CC=CC=C3.[Cl-].[Rh] (chlorotris(triphenylphosphine)rhodium(I)). Isolated yield 20.0%. Reported procedure: To a solution of Intermediate 6, (2R)-1-{2-chloro-4-[3-(pyrrolidin-1-ylcarbonyl)cyclobut-1-en-1-yl]benzyl}-2-methylpyrrolidine, trifluoroacetate (1.06 mmol) in 5 mL of ethanol was added chlorotris(triphenylphosphine)rhodium(I) (100 mg, 0.106 mmol). The mixture was hydrogenated (40 psi H2, at 50° C.) for 3 h. The reaction was monitored by LCMS. The mixture was evaporated to dryness, then 5 ml of 1 N HCl was added to the residue and the solution was extracted with ethyl acetate (2×5 ml), the organ... Product: Cl.ClC1=C(CN2[C@@H](CCC2)C)C=CC(=C1)[C@@H]1C[C@H](C1)C(=O)N1CCCC1 ((2R)-1-{2-Chloro-4-[trans-3-(pyrrolidin-1-ylcarbonyl)cyclobutyl]benzyl}-2-methylpyrrolidine hydrochloride). Starting materials: Intermediate 6, ClC1=C(CN2[C@@H](CCC2)C)C=CC(=C1)C1=CC(C1)C(=O)N1CCCC1 ((2R)-1-{2-chloro-4-[3-(pyrrolidin-1-ylcarbonyl)cyclobut-1-en-1-yl]benzyl}-2-methylpyrrolidine), FC(C(=O)[O-])(F)F (trifluoroacetate). The solvent is C(C)O (ethanol).